Dataset: the Open Reaction Database (ORD), a public repository of structured organic reaction records. Task: describe an organic reaction: reactants, conditions, products, and yield Starting materials: C1=CC(=CC=C1N)O (p-aminophenol), ClC(CCl)(F)F (1,2-dichloro-1,1-difluoroethane), C(=O)([O-])[O-].[K+].[K+] (K2CO3), C(C)#N (acetonitrile). Solvent: O (water). Product: ClCC(OC1=CC=C(C=C1)N)(F)F (4-(2-Chloro-1,1-difluoroethoxy)benzeneamine). RXN SMILES: [CH:1]1[C:6]([NH2:7])=[CH:5][CH:4]=[C:3]([OH:8])[CH:2]=1.Cl[C:10]([F:14])([F:13])[CH2:11][Cl:12].C([O-])([O-])=O.[K+].[K+].C(#N)C>O>[Cl:12][CH2:11][C:10]([F:14])([F:13])[O:8][C:3]1[CH:4]=[CH:5][C:6]([NH2:7])=[CH:1][CH:2]=1 |f:2.3.4|. Reported procedure: 2.5 g (22.9 mmol) of p-aminophenol, 3.09 g (22.9 mmol) of 1,2-dichloro-1,1-difluoroethane, 5.48 g (39.6 mmol) of K2CO3 and 40 ml of dry acetonitrile were stirred together at room temperature for 5 days. The mixture was poured into water and extracted two times into ether. The combined ether extracts were washed with water, dried over MgSO4 and filtered: HCl gas was bubbled into the ether solution causing the above-named aniline to precipitate as the hydrochloride salt, which was collected by fil... Reactants: BrC1=CC=C(C=C1)C1(CCNCC1)O (4-(4-bromophenyl)piperidin-4-ol), CI (methyl iodide), C(=O)([O-])[O-].[K+].[K+] (K2CO3). Run in CC(=O)C (acetone). Conditions: time 90 minute. Product: BrC1=CC=C(C=C1)C1(CCN(CC1)C)O (4-(4-bromophenyl)-1-methylpiperidin-4-ol). Reaction SMILES: [Br:1][C:2]1[CH:7]=[CH:6][C:5]([C:8]2([OH:14])[CH2:13][CH2:12][NH:11][CH2:10][CH2:9]2)=[CH:4][CH:3]=1.CI.[C:17]([O-])([O-])=O.[K+].[K+]>CC(C)=O>[Br:1][C:2]1[CH:7]=[CH:6][C:5]([C:8]2([OH:14])[CH2:9][CH2:10][N:11]([CH3:17])[CH2:12][CH2:13]2)=[CH:4][CH:3]=1 |f:2.3.4|. Reported procedure: A reaction mixture of 4-(4-bromophenyl)piperidin-4-ol (1.5 g, 5.9 mmol), methyl iodide (0.4 mL, 6.4 mmol), and K2CO3 (1.2 g, 8.8 mmol) in acetone was stirred at rt for 90 min